Dataset: the Open Reaction Database (ORD), a public repository of structured organic reaction records. Task: describe an organic reaction: reactants, conditions, products, and yield Starting materials: CCO, CCOC(=O)c1cn(-c2ccc(C(=O)NCC(F)(F)F)cc2I)nn1, [Na+], [OH-], O. The product is O=C(NCC(F)(F)F)c1ccc(-n2cc(C(=O)O)nn2)c(I)c1. Reaction SMILES: [CH3:29][CH2:30][OH:31].[I:1][c:2]1[c:3](-[n:16]2[n:17][n:18][c:19]([C:21](=[O:22])[O:23][CH2:24][CH3:25])[cH:20]2)[cH:4][cH:5][c:6]([C:8](=[O:9])[NH:10][CH2:11][C:12]([F:13])([F:14])[F:15])[cH:7]1.[Na+:27].[OH-:26].[OH2:28]>>[I:1][c:2]1[c:3](-[n:16]2[n:17][n:18][c:19]([C:21](=[O:22])[OH:23])[cH:20]2)[cH:4][cH:5][c:6]([C:8](=[O:9])[NH:10][CH2:11][C:12]([F:13])([F:14])[F:15])[cH:7]1. Reactants: NCCCN1CCN(CC1)CC1=CC=CC=C1 (1-(3-aminopropyl)-4-benzylpiperazine), C1(CCCCC1)N=C=O (cyclohexyl isocyanate), C(Cl)Cl (methylene chloride). Product: Cl.Cl.C(C1=CC=CC=C1)N1CCN(CC1)CCCNC(=O)NC1CCCCC1 (1-[3-(4-Benzylpiperazin-1-yl)propyl]-3-cyclohexylurea dihydrochloride). Yield: 65.0%. As a reaction SMILES: [NH2:1][CH2:2][CH2:3][CH2:4][N:5]1[CH2:10][CH2:9][N:8]([CH2:11][C:12]2[CH:17]=[CH:16][CH:15]=[CH:14][CH:13]=2)[CH2:7][CH2:6]1.[CH:18]1([N:24]=[C:25]=[O:26])[CH2:23][CH2:22][CH2:21][CH2:20][CH2:19]1.C(Cl)[Cl:28]>>[ClH:28].[ClH:28].[CH2:11]([N:8]1[CH2:7][CH2:6][N:5]([CH2:4][CH2:3][CH2:2][NH:1][C:25]([NH:24][CH:18]2[CH2:23][CH2:22][CH2:21][CH2:20][CH2:19]2)=[O:26])[CH2:10][CH2:9]1)[C:12]1[CH:17]=[CH:16][CH:15]=[CH:14][CH:13]=1 |f:3.4.5|. Reported procedure: A solution of 1-(3-aminopropyl)-4-benzylpiperazine (2 g; 12.9 mmole) and cyclohexyl isocyanate (1.6 g; 12.9 mmole) in methylene chloride (50 ml) was stirred overnight at room temperature. The reaction mixture was concentrated, and the crude product was precipitated as the dihydrochloride from ether in the manner described in Example 6. Recrystallization from ethanol provided the title compound as colorless crystals (3.62 g; 65% yield), m.p. 202°-213° C. Product: CNS(=O)(=O)c1ccc(C2Nc3ccc(C(=O)OC)cc3CC2(C)C)cc1. Reactants: CNS(=O)(=O)c1ccc(C2=Nc3ccc(C(=O)OC)cc3CC2(C)C)cc1, CO, C1CCOC1. As a reaction SMILES: [CH3:1][C:2]1([CH3:27])[C:3]([c:16]2[cH:17][cH:18][c:19]([S:22]([NH:23][CH3:24])(=[O:25])=[O:26])[cH:20][cH:21]2)=[N:4][c:5]2[cH:6][cH:7][c:8]([C:12](=[O:13])[O:14][CH3:15])[cH:9][c:10]2[CH2:11]1.[CH3:33][OH:34].[O:28]1[CH2:29][CH2:30][CH2:31][CH2:32]1>>[CH3:1][C:2]1([CH3:27])[CH:3]([c:16]2[cH:17][cH:18][c:19]([S:22]([NH:23][CH3:24])(=[O:25])=[O:26])[cH:20][cH:21]2)[NH:4][c:5]2[cH:6][cH:7][c:8]([C:12](=[O:13])[O:14][CH3:15])[cH:9][c:10]2[CH2:11]1.